The task is: describe an organic reaction: reactants, conditions, products, and yield. This data is from the Open Reaction Database (ORD), a public repository of structured organic reaction records. Starting materials: O=CO, N#Cc1cnc(Nc2ccccc2)nc1N, O. Product: Nc1nc(Nc2ccccc2)ncc1C=O. Reaction SMILES: [CH:17](=[O:18])[OH:19].[NH2:1][c:2]1[n:3][c:4]([NH:10][c:11]2[cH:12][cH:13][cH:14][cH:15][cH:16]2)[n:5][cH:6][c:7]1[C:8]#[N:9].[OH2:20]>>[NH2:1][c:2]1[n:3][c:4]([NH:10][c:11]2[cH:12][cH:13][cH:14][cH:15][cH:16]2)[n:5][cH:6][c:7]1[CH:8]=[O:18]. The reactants are O (water), FC(C(C(=O)O)(C)O)(F)F (3,3,3-trifluoro-2-hydroxy-2-methylpropanoic acid), NC1=CC=C(C(=O)C2=NC=CC=C2)C=C1 (2-(4-Aminobenzoyl)pyridine), S(=O)(Cl)Cl (thionyl chloride). The solvent is CN(C(C)=O)C (N,N-dimethylacetamide). Conditions: time 1 hour. Product: N1=C(C=CC=C1)C(=O)C1=CC=C(C=C1)NC(C(C(F)(F)F)(C)O)=O (N-[4-(2-Pyridylcarbonyl)phenyl]-3,3,3-trifluoro-2-hydroxy-2-methylpropanamide). The yield is 63.3%. As a reaction SMILES: [F:1][C:2]([F:10])([F:9])[C:3]([OH:8])([CH3:7])[C:4](O)=[O:5].S(Cl)(Cl)=O.[NH2:15][C:16]1[CH:29]=[CH:28][C:19]([C:20]([C:22]2[CH:27]=[CH:26][CH:25]=[CH:24][N:23]=2)=[O:21])=[CH:18][CH:17]=1.O>CN(C)C(=O)C>[N:23]1[CH:24]=[CH:25][CH:26]=[CH:27][C:22]=1[C:20]([C:19]1[CH:28]=[CH:29][C:16]([NH:15][C:4](=[O:5])[C:3]([OH:8])([CH3:7])[C:2]([F:10])([F:9])[F:1])=[CH:17][CH:18]=1)=[O:21]. Reported procedure: To a stirred, cooled (-20° C.) solution of 3,3,3-trifluoro-2-hydroxy-2-methylpropanoic acid (1.20 g, 7.6 mmol) in N,N-dimethylacetamide (10 mL) was added thionyl chloride (0.90 g, 7.6 mmol) and the mixture stirred at -10° to -15° C. for 1 hour. 2-(4-Aminobenzoyl)pyridine (1.00 g, 5.0 mmol) was added in one portion and the reaction mixture stirred overnight at room temperature. The reaction mixture was poured into water and the aqueous solution extracted with ethyl acetate (2×50 mL). The combined... The reactants are C(C1=CC=CC=C1)OC=1N=NC(=CC1OCC1=CC=CC=C1)C1(CC1)C1=CC=CC=C1 (3,4-bis(benzyloxy)-6-(1-phenylcyclopropyl)pyridazine), C(C1=CC=CC=C1)OC=1N=NC(=CC1OCC1=CC=CC=C1)C(=C)C1=CC=C(C=C1)C(F)(F)F (3,4-bis(benzyloxy)-6-{1-[4-(trifluoromethyl)phenyl]ethenyl}-pyridazine), C(C1=CC=CC=C1)OC=1N=NC(=CC1OCC1=CC=CC=C1)C1(CC1)C1=CC=CC=C1 (3,4-bis(benzyloxy)-6-(1-phenylcyclopropyl)pyridazine), C(C1=CC=CC=C1)OC=1N=NC(=CC1OCC1=CC=CC=C1)C(=C)C1=CC=C(C=C1)C(F)(F)F (3,4-bis(benzyloxy)-6-{1-[4-(trifluoromethyl)phenyl]ethenyl}-pyridazine). Yields the product C(C1=CC=CC=C1)OC=1N=NC(=CC1OCC1=CC=CC=C1)C1(CC1)C1=CC=C(C=C1)C(F)(F)F (3,4-bis(Benzyloxy)-6-{1-[4-(trifluoromethyl)phenyl]-cyclopropyl}pyridazine). Yield: 38.0%. RXN SMILES: [CH2:1]([O:8][C:9]1[N:10]=[N:11][C:12]([C:23]2([C:26]3[CH:31]=[CH:30][CH:29]=[CH:28][CH:27]=3)[CH2:25][CH2:24]2)=[CH:13][C:14]=1[O:15][CH2:16][C:17]1[CH:22]=[CH:21][CH:20]=[CH:19][CH:18]=1)[C:2]1[CH:7]=[CH:6][CH:5]=[CH:4][CH:3]=1.C(OC1N=NC(C(C2C=CC([C:62]([F:65])([F:64])[F:63])=CC=2)=C)=CC=1OCC1C=CC=CC=1)C1C=CC=CC=1>>[CH2:1]([O:8][C:9]1[N:10]=[N:11][C:12]([C:23]2([C:26]3[CH:31]=[CH:30][C:29]([C:62]([F:65])([F:64])[F:63])=[CH:28][CH:27]=3)[CH2:24][CH2:25]2)=[CH:13][C:14]=1[O:15][CH2:16][C:17]1[CH:18]=[CH:19][CH:20]=[CH:21][CH:22]=1)[C:2]1[CH:3]=[CH:4][CH:5]=[CH:6][CH:7]=1. Procedure details: Prepared according to the method for 3,4-bis(benzyloxy)-6-(1-phenylcyclopropyl)pyridazine (Intermediate 26) from 3,4-bis(benzyloxy)-6-{1-[4-(trifluoromethyl)phenyl]ethenyl}-pyridazine (Intermediate 67) in 38% yield. The reactants are COc1ccc(C(=O)c2c[nH]c3ccccc23)cc1, CN(C)C=O, C[O-], [Na+], OCCCl. Yields the product COc1ccc(C(=O)c2cn(CCO)c3ccccc23)cc1. RXN SMILES: [CH3:1][O:2][c:3]1[cH:4][cH:5][c:6]([C:7](=[O:8])[c:9]2[cH:10][nH:11][c:12]3[cH:13][cH:14][cH:15][cH:16][c:17]23)[cH:18][cH:19]1.[CH3:24][N:25]([CH3:26])[CH:27]=[O:28].[CH3:29][O-:30].[Na+:31].[OH:20][CH2:21][CH2:22][Cl:23]>>[CH3:1][O:2][c:3]1[cH:4][cH:5][c:6]([C:7](=[O:8])[c:9]2[cH:10][n:11]([CH2:22][CH2:21][OH:20])[c:12]3[cH:13][cH:14][cH:15][cH:16][c:17]23)[cH:18][cH:19]1. The reactants are CC1=C(N)C(=CC(=C1N1CCCC1)C)C (2,4,6-trimethyl-3-pyrrolidin-1-ylaniline), N1=CC=CC=C1 (pyridine), C1(=CC=CC=C1)S(=O)(=O)N1C(CCC1)C(=O)Cl (1-benzenesulfonyl-pyrrolidine-2-carbonyl chloride), Cl (HCl). Solvent: ClCCl (dichloromethane). Conditions: time 8 hour. Yields the product C1(=CC=CC=C1)S(=O)(=O)N1[C@H](C(=O)NC2=C(C(=C(C=C2C)C)N2CCCC2)C)CCC1 (1-(Phenylsulfonyl)-N-(2,4,6-trimethyl-3-pyrrolidin-1-ylphenyl)prolinamide). Yield: 35.6%. As a reaction SMILES: [CH3:1][C:2]1[C:8]([N:9]2[CH2:13][CH2:12][CH2:11][CH2:10]2)=[C:7]([CH3:14])[CH:6]=[C:5]([CH3:15])[C:3]=1[NH2:4].N1C=CC=CC=1.[C:22]1([S:28]([N:31]2[CH2:35][CH2:34][CH2:33][CH:32]2[C:36](Cl)=[O:37])(=[O:30])=[O:29])[CH:27]=[CH:26][CH:25]=[CH:24][CH:23]=1.Cl>ClCCl>[C:22]1([S:28]([N:31]2[CH2:35][CH2:34][CH2:33][C@H:32]2[C:36]([NH:4][C:3]2[C:5]([CH3:15])=[CH:6][C:7]([CH3:14])=[C:8]([N:9]3[CH2:13][CH2:12][CH2:11][CH2:10]3)[C:2]=2[CH3:1])=[O:37])(=[O:29])=[O:30])[CH:23]=[CH:24][CH:25]=[CH:26][CH:27]=1. Procedure details: To a solution of the 2,4,6-trimethyl-3-pyrrolidin-1-ylaniline (220 mg, 1.00 mmol) in of anhydrous dichloromethane (20 mL), were added pyridine (0.100 mL, 1.3 mmol) and 1-benzenesulfonyl-pyrrolidine-2-carbonyl chloride (0.297 g, 1.0 mmol). The reaction mixture was stirred overnight at room temperature. The solution was acidified with HCl (1N, 20 mL) and extracted with CH2Cl2 (2×20 mL). The combined organic layers were washed with a saturated aqueous solution of sodium bicarbonate (10 mL) and drie... Reactants: ClC=1N=C2C(=C(C=NC2=CC1)C(C)=O)N[C@@H]1CC[C@H](CC1)N(C)C (1-{6-chloro-4-[trans-4-(dimethylamino)cyclohexyl amino)-1,5-naphthyridin-3-yl)ethanone), ClC1=C(C(=CC(=C1)B1OC(C(O1)(C)C)(C)C)Cl)O (2,6-dichloro-4-(4,4,5,5-tetramethyl-1,3,2-dioxaborolan-2-yl)phenol), C1(=C(C(=C(C(=C1F)F)F)N)F)N.Cl.Cl (dihydrochloride). Yields the product Cl.Cl.ClC=1C=C(C=C(C1O)Cl)C=1N=C2C(=C(C=NC2=CC1)C(C)=O)N[C@@H]1CC[C@H](CC1)N(C)C (1-{6-(3,5-Dichloro-4-hydroxyphenyl)-4-[trans-4-(dimethylamino)cyclohexylamino]-1,5-naphthyridin-3-yl}ethanone dihydrochloride). Yield: 121.0%. As a reaction SMILES: [Cl:1][C:2]1[N:3]=[C:4]2[C:9](=[CH:10][CH:11]=1)[N:8]=[CH:7][C:6]([C:12](=[O:14])[CH3:13])=[C:5]2[NH:15][C@H:16]1[CH2:21][CH2:20][C@H:19]([N:22]([CH3:24])[CH3:23])[CH2:18][CH2:17]1.[Cl:25][C:26]1[CH:31]=[C:30](B2OC(C)(C)C(C)(C)O2)[CH:29]=[C:28]([Cl:41])[C:27]=1[OH:42].C1(N)C(F)=C(F)C(F)=C(N)C=1F.Cl.Cl>>[ClH:1].[ClH:25].[Cl:25][C:26]1[CH:31]=[C:30]([C:2]2[N:3]=[C:4]3[C:9](=[CH:10][CH:11]=2)[N:8]=[CH:7][C:6]([C:12](=[O:14])[CH3:13])=[C:5]3[NH:15][C@H:16]2[CH2:21][CH2:20][C@H:19]([N:22]([CH3:24])[CH3:23])[CH2:18][CH2:17]2)[CH:29]=[C:28]([Cl:41])[C:27]=1[OH:42] |f:2.3.4,5.6.7|. Procedure details: Following general procedure II, 1-{6-chloro-4-[trans-4-(dimethylamino)cyclohexyl amino)-1,5-naphthyridin-3-yl)ethanone (61 mg, 0.16 mmol) was reacted with 2,6-dichloro-4-(4,4,5,5-tetramethyl-1,3,2-dioxaborolan-2-yl)phenol (65 mg, 0.23 mmol) followed by formation of the dihydrochloride salt to afford the desired product (76 mg, 90%) as an off-white solid: 1H NMR (500 MHz, CD3OD) δ 9.17 (s, 1H), 8.47 (d, J=9.0 Hz, 1H), 8.36 (d, J=8.9 Hz, 1H), 8.10 (s, 2H), 5.65-5.55 (m, 1H), 3.52-3.43 (m, 1H), 2.9...